From a dataset of the Open Reaction Database (ORD), a public repository of structured organic reaction records. describe an organic reaction: reactants, conditions, products, and yield Reactants: BrCC1=CC=C(C=C1)CCN1C(C=C(C=C1)OCC1=CC(=CC=C1)F)=O (1-[2-(4-bromomethyl-phenyl)ethyl]-4-(3-fluoro-benzyloxy)-1H-pyridin-2-one), N1CCC(CC1)NC(C)=O (N-piperidin-4-yl-acetamide), C(C)N(C(C)C)C(C)C (N-ethyl-diisopropylamine). Yields the product FC=1C=C(COC2=CC(N(C=C2)CCC2=CC=C(CN3CCC(CC3)NC(C)=O)C=C2)=O)C=CC1 (N-[1-(4-{2-[4-(3-Fluoro-benzyloxy)-2-oxo-2H-pyridin-1-yl]-ethyl}-benzyl)-piperidin-4-yl]-acetamide). Reaction SMILES: Br[CH2:2][C:3]1[CH:8]=[CH:7][C:6]([CH2:9][CH2:10][N:11]2[CH:16]=[CH:15][C:14]([O:17][CH2:18][C:19]3[CH:24]=[CH:23][CH:22]=[C:21]([F:25])[CH:20]=3)=[CH:13][C:12]2=[O:26])=[CH:5][CH:4]=1.[NH:27]1[CH2:32][CH2:31][CH:30]([NH:33][C:34](=[O:36])[CH3:35])[CH2:29][CH2:28]1.C(N(C(C)C)C(C)C)C>>[F:25][C:21]1[CH:20]=[C:19]([CH:24]=[CH:23][CH:22]=1)[CH2:18][O:17][C:14]1[CH:15]=[CH:16][N:11]([CH2:10][CH2:9][C:6]2[CH:7]=[CH:8][C:3]([CH2:2][N:27]3[CH2:32][CH2:31][CH:30]([NH:33][C:34](=[O:36])[CH3:35])[CH2:29][CH2:28]3)=[CH:4][CH:5]=2)[C:12](=[O:26])[CH:13]=1. Reported procedure: N-[1-(4-{2-[4-(3-Fluoro-benzyloxy)-2-oxo-2H-pyridin-1-yl]-ethyl}-benzyl)-piperidin-4-yl]-acetamide is prepared as example 8.1c from 120 mg (0.29 mmol) 1-[2-(4-bromomethyl-phenyl)ethyl]-4-(3-fluoro-benzyloxy)-1H-pyridin-2-one (example 8.1b), 61 mg (0.43 mmol) N-piperidin-4-yl-acetamide and 126 μL (0.72 mmol) N-ethyl-diisopropylamine as base. The reactants are [BH4-].[Li+] (Lithium borohydride), O=S1(NC(C=C1C1=CC=C(COCC2=CC=C(OC3=C(C(=O)OC)C(=CC=C3)OC)C=C2)C=C1)=O)=O (methyl 2-[4-([4-(1,1-dioxido-3-oxo-2,3-dihydroisothiazol-5-yl)benzyl]oxymethyl)phenoxy]-6-methoxybenzoate). The solvent is O1CCCC1 (tetrahydrofuran), O1CCCC1 (tetrahydrofuran). Run at time 1 hour. The product is O=S1(NC(CC1C1=CC=C(COCC2=CC=C(OC3=C(C(=O)OC)C(=CC=C3)OC)C=C2)C=C1)=O)=O (methyl 2-[4-([4-(1,1-dioxido-3-oxoisothiazolidin-5-yl)benzyl]oxymethyl)phenoxy]-6-methoxybenzoate). The yield is 68.4%. RXN SMILES: [BH4-].[Li+].[O:3]=[S:4]1(=[O:38])[C:8]([C:9]2[CH:36]=[CH:35][C:12]([CH2:13][O:14][CH2:15][C:16]3[CH:34]=[CH:33][C:19]([O:20][C:21]4[CH:30]=[CH:29][CH:28]=[C:27]([O:31][CH3:32])[C:22]=4[C:23]([O:25][CH3:26])=[O:24])=[CH:18][CH:17]=3)=[CH:11][CH:10]=2)=[CH:7][C:6](=[O:37])[NH:5]1>O1CCCC1>[O:3]=[S:4]1(=[O:38])[CH:8]([C:9]2[CH:36]=[CH:35][C:12]([CH2:13][O:14][CH2:15][C:16]3[CH:34]=[CH:33][C:19]([O:20][C:21]4[CH:30]=[CH:29][CH:28]=[C:27]([O:31][CH3:32])[C:22]=4[C:23]([O:25][CH3:26])=[O:24])=[CH:18][CH:17]=3)=[CH:11][CH:10]=2)[CH2:7][C:6](=[O:37])[NH:5]1 |f:0.1|. Reported procedure: 2 M Lithium borohydride in tetrahydrofuran (0.045 mL, 0.090 mmol) was added to methyl 2-[4-([4-(1,1-dioxido-3-oxo-2,3-dihydroisothiazol-5-yl)benzyl]oxymethyl)phenoxy]-6-methoxybenzoate (8 mg, 0.02 mmol) in tetrahydrofuran (1 mL). After stirring at ambient temperature for one hour, the reaction was quenched with saturated aqueous ammonium chloride. The product was purified on a 50 mm Luna C18 column using a 20–100% acetonitrile in water gradient with 0.05% trifluoroacetic acid at 30 mL per minute... Reaction SMILES: [CH3:1][O:2][c:3]1[cH:4][cH:5][c:6]2[c:7]([n:8]([CH:12]3[CH2:13][CH2:14][N:15]([C:18]([O:19][CH2:20][CH3:21])=[O:22])[CH2:16][CH2:17]3)[c:9](=[O:11])[nH:10]2)[cH:23]1.[ClH:24].[Na+:26].[OH-:25]>>[CH3:1][O:2][c:3]1[cH:4][cH:5][c:6]2[c:7]([n:8]([CH:12]3[CH2:13][CH2:14][NH:15][CH2:16][CH2:17]3)[c:9](=[O:11])[nH:10]2)[cH:23]1. Yields the product COc1ccc2[nH]c(=O)n(C3CCNCC3)c2c1. Starting materials: CCOC(=O)N1CCC(n2c(=O)[nH]c3ccc(OC)cc32)CC1, Cl, [Na+], [OH-]. Starting materials: O=c1ccc2cccc(Br)c2[nH]1, O, O=P(Br)(Br)Br. Product: Brc1ccc2cccc(Br)c2n1. As a reaction SMILES: [Br:1][c:2]1[cH:3][cH:4][cH:5][c:6]2[cH:7][cH:8][c:9](=[O:12])[nH:10][c:11]12.[OH2:18].[P:13]([Br:14])([Br:15])([Br:16])=[O:17]>>[Br:1][c:2]1[cH:3][cH:4][cH:5][c:6]2[cH:7][cH:8][c:9]([Br:15])[n:10][c:11]12. The reactants are C([O-])([O-])=O.[Na+].[Na+] (sodium carbonate), FC1=CC=C(C=N1)B(O)O (6-fluoropyridin-3-ylboronic acid), BrC=1C(=NC=CC1)N (3-bromopyridin-2-amine). Reagents/catalysts: C=1C=CC(=CC1)[P](C=2C=CC=CC2)(C=3C=CC=CC3)[Pd]([P](C=4C=CC=CC4)(C=5C=CC=CC5)C=6C=CC=CC6)([P](C=7C=CC=CC7)(C=8C=CC=CC8)C=9C=CC=CC9)[P](C=1C=CC=CC1)(C=1C=CC=CC1)C=1C=CC=CC1 (tetrakis(triphenylphosphine)palladium(0)). Run in O (water), COCCOC (DME), O (water). Conditions: temperature 80 celsius, time 8 hour. The product is FC1=CC=C(C=N1)C=1C(=NC=CC1)N (6′-fluoro-3,3′-bipyridin-2-amine). Yield: 87.8%. RXN SMILES: C(=O)([O-])[O-].[Na+].[Na+].[F:7][C:8]1[N:13]=[CH:12][C:11](B(O)O)=[CH:10][CH:9]=1.Br[C:18]1[C:19]([NH2:24])=[N:20][CH:21]=[CH:22][CH:23]=1>COCCOC.O.C1C=CC([P]([Pd]([P](C2C=CC=CC=2)(C2C=CC=CC=2)C2C=CC=CC=2)([P](C2C=CC=CC=2)(C2C=CC=CC=2)C2C=CC=CC=2)[P](C2C=CC=CC=2)(C2C=CC=CC=2)C2C=CC=CC=2)(C2C=CC=CC=2)C2C=CC=CC=2)=CC=1>[F:7][C:8]1[N:13]=[CH:12][C:11]([C:18]2[C:19]([NH2:24])=[N:20][CH:21]=[CH:22][CH:23]=2)=[CH:10][CH:9]=1 |f:0.1.2,^1:35,37,56,75|. Procedure details: A mixture of sodium carbonate (5.79 g), tetrakis(triphenylphosphine)palladium(0) (0.631 g), 6-fluoropyridin-3-ylboronic acid (5 g) and 3-bromopyridin-2-amine (4.72 g) in DME (75 mL) and water (15 mL) was stirred at 80° C. overnight. The mixture was poured into water and extracted with EtOAc. The organic layer was separated, washed with brine, dried over anhydrous magnesium sulfate and concentrated in vacuo. The residue was purified by column chromatography (silica gel, eluted with EtOAc in hexan... Reactants: COC(=O)CC(=O)Nc1ccc(OCc2cccc(F)c2)cc1, [NH4+], C1CCOC1, [OH-]. The product is NC(=O)CC(=O)Nc1ccc(OCc2cccc(F)c2)cc1. RXN SMILES: [CH3:1][O:2][C:3]([CH2:4][C:5](=[O:6])[NH:7][c:8]1[cH:9][cH:10][c:11]([O:14][CH2:15][c:16]2[cH:17][c:18]([F:22])[cH:19][cH:20][cH:21]2)[cH:12][cH:13]1)=[O:23].[NH4+:24].[O:26]1[CH2:27][CH2:28][CH2:29][CH2:30]1.[OH-:25]>>[O:2]=[C:3]([CH2:4][C:5](=[O:6])[NH:7][c:8]1[cH:9][cH:10][c:11]([O:14][CH2:15][c:16]2[cH:17][c:18]([F:22])[cH:19][cH:20][cH:21]2)[cH:12][cH:13]1)[NH2:24]. Starting materials: BrCc1ccccc1, CN(C)C=O, [H-], [Na+], C1CCOC1, COC1C(OC(=O)N2CCOCC2)CCC2(CO2)C1C1(C)OC1CCO. The product is COC1C(OC(=O)N2CCOCC2)CCC2(CO2)C1C1(C)OC1CCOCc1ccccc1. As a reaction SMILES: [CH2:34]([c:35]1[cH:36][cH:37][cH:38][cH:39][cH:40]1)[Br:41].[CH3:42][N:43]([CH3:44])[CH:45]=[O:46].[H-:32].[Na+:33].[O:27]1[CH2:28][CH2:29][CH2:30][CH2:31]1.[OH:1][CH2:2][CH2:3][CH:4]1[C:5]([CH3:7])([CH:8]2[C:9]3([CH2:10][O:11]3)[CH2:12][CH2:13][CH:14]([O:18][C:19](=[O:20])[N:21]3[CH2:22][CH2:23][O:24][CH2:25][CH2:26]3)[CH:15]2[O:16][CH3:17])[O:6]1>>[O:1]([CH2:2][CH2:3][CH:4]1[C:5]([CH3:7])([CH:8]2[C:9]3([CH2:10][O:11]3)[CH2:12][CH2:13][CH:14]([O:18][C:19](=[O:20])[N:21]3[CH2:22][CH2:23][O:24][CH2:25][CH2:26]3)[CH:15]2[O:16][CH3:17])[O:6]1)[CH2:34][c:35]1[cH:36][cH:37][cH:38][cH:39][cH:40]1.